Dataset: the Open Reaction Database (ORD), a public repository of structured organic reaction records. Task: describe an organic reaction: reactants, conditions, products, and yield The reactants are C(C)N1C=C(C(C2=CC(=C(C=C12)Cl)Cl)=O)C(=O)O (1-ethyl-6,7-dichloro-4-oxo-1,4-dihydroquinoline-3-carboxylic acid), CN1CCNCC1 (N-methylpiperazine). The solvent is O (water). The product is C(C)N1C=C(C(C2=CC(=C(C=C12)N1CCN(CC1)C)Cl)=O)C(=O)O (1-ethyl-6-chloro-7-(4-methyl-1-piperazinyl)-4-oxo-1,4-dihydro-quinoline-3-carboxylic acid). Yield: 30.0%. As a reaction SMILES: [CH2:1]([N:3]1[C:12]2[C:7](=[CH:8][C:9]([Cl:14])=[C:10](Cl)[CH:11]=2)[C:6](=[O:15])[C:5]([C:16]([OH:18])=[O:17])=[CH:4]1)[CH3:2].[CH3:19][N:20]1[CH2:25][CH2:24][NH:23][CH2:22][CH2:21]1>O>[CH2:1]([N:3]1[C:12]2[C:7](=[CH:8][C:9]([Cl:14])=[C:10]([N:23]3[CH2:24][CH2:25][N:20]([CH3:19])[CH2:21][CH2:22]3)[CH:11]=2)[C:6](=[O:15])[C:5]([C:16]([OH:18])=[O:17])=[CH:4]1)[CH3:2]. Procedure details: A mixture of 1-ethyl-6,7-dichloro-4-oxo-1,4-dihydroquinoline-3-carboxylic acid 2.86 g (0.01 mole), N-methylpiperazine 10 g (0.1 mole) and 15 ml water was heated in a sealed tube at 125°-130° C. (inner temperature) for 19 hours. After cooling, the reaction mixture was evaporated under vacuum and acidified with acetic acid. Insoluble matters were filtered off and the filtrate was neutralized with an aqueous solutiong of NaOH to pH 7, extracted with CHCl3, dried with anhydrous Na2SO4, and the solve...